From a dataset of the Open Reaction Database (ORD), a public repository of structured organic reaction records. describe an organic reaction: reactants, conditions, products, and yield Reactants: CCO, CCOC(=O)C(C(=O)OCC)N1CCCC1CNC(=O)OCc1ccccc1. The product is CCOC(=O)C1C(=O)NCC2CCCN21. Reaction SMILES: [CH3:29][CH2:30][OH:31].[c:1]1([CH2:2][O:3][C:4](=[O:8])[NH:11][CH2:12][CH:13]2[N:14]([CH:18]([C:19](=[O:20])[O:21][CH2:22][CH3:23])[C:24](=[O:7])[O:26][CH2:5][CH3:6])[CH2:15][CH2:16][CH2:17]2)[cH:9][cH:10][cH:25][cH:27][cH:28]1>>[NH:11]1[CH2:12][CH:13]2[N:14]([CH2:15][CH2:16][CH2:17]2)[CH:18]([C:19](=[O:20])[O:21][CH2:22][CH3:23])[C:24]1=[O:26]. Starting materials: COC(C1=CN=C(C(=C1)Br)Cl)=O (5-bromo-6-chloro-nicotinic acid methylester), NCC(C)(O)C1CC1 (rac-1-amino-2-cyclopropyl-propan-2-ol), FC(CO)(F)F (2,2,2-trifluoro-ethanol), ClC1=CC=C(C=C1)B(O)O (4-chlorophenyl-boronic acid). The product is ClC1=CC=C(C=C1)C=1C(=NC=C(C(=O)NCC(C)(O)C2CC2)C1)OCC(F)(F)F (5-(4-Chloro-phenyl)-N-(2-cyclopropyl-2-hydroxy-propyl)-6-(2,2,2-trifluoro-ethoxy)-nicotinamide). As a reaction SMILES: CO[C:3](=[O:12])[C:4]1[CH:9]=[C:8](Br)[C:7](Cl)=[N:6][CH:5]=1.[F:13][C:14]([F:18])([F:17])[CH2:15][OH:16].[Cl:19][C:20]1[CH:25]=[CH:24][C:23](B(O)O)=[CH:22][CH:21]=1.[NH2:29][CH2:30][C:31]([CH:34]1[CH2:36][CH2:35]1)([OH:33])[CH3:32]>>[Cl:19][C:20]1[CH:25]=[CH:24][C:23]([C:8]2[C:7]([O:16][CH2:15][C:14]([F:18])([F:17])[F:13])=[N:6][CH:5]=[C:4]([CH:9]=2)[C:3]([NH:29][CH2:30][C:31]([CH:34]2[CH2:36][CH2:35]2)([OH:33])[CH3:32])=[O:12])=[CH:22][CH:21]=1. Procedure details: The title compound was synthesized in analogy to the procedure described for the preparation of Example 5, using 5-bromo-6-chloro-nicotinic acid methylester, 2,2,2-trifluoro-ethanol (commercially available), 4-chlorophenyl-boronic acid (commercially available) and rac-1-amino-2-cyclopropyl-propan-2-ol (commercially available) as starting materials. MS (ISP): 429.1 (M+H+). Starting materials: C=CC(=O)Cl, CCOC(C)=O, CCN(C(C)C)C(C)C, ClCCl, Cl, CC1(C)COC(=O)C1O. The product is C=CC(=O)OC1C(=O)OCC1(C)C. Reaction SMILES: [C:19]([CH:20]=[CH2:21])(=[O:22])[Cl:23].[CH3:28][CH2:29][O:30][C:31]([CH3:32])=[O:33].[CH:10]([N:11]([CH:12]([CH3:13])[CH3:14])[CH2:15][CH3:16])([CH3:17])[CH3:18].[Cl:25][CH2:26][Cl:27].[ClH:24].[OH:1][CH:2]1[C:3](=[O:9])[O:4][CH2:5][C:6]1([CH3:7])[CH3:8]>>[O:1]([CH:2]1[C:3](=[O:9])[O:4][CH2:5][C:6]1([CH3:7])[CH3:8])[C:19]([CH:20]=[CH2:21])=[O:22].